From a dataset of the Open Reaction Database (ORD), a public repository of structured organic reaction records. describe an organic reaction: reactants, conditions, products, and yield Starting materials: [BH4-], O=Cc1ccccc1C(c1ccc(OCc2ccccc2)cc1)c1ccc(OCc2ccccc2)cc1, CCO, NC1CCCCCCC1, [Na+]. Product: c1ccc(COc2ccc(C(c3ccc(OCc4ccccc4)cc3)c3ccccc3CNC3CCCCCCC3)cc2)cc1. RXN SMILES: [BH4-:47].[CH2:10]([c:11]1[cH:12][cH:13][cH:14][cH:15][cH:16]1)[O:17][c:18]1[cH:19][cH:20][c:21]([CH:24]([c:25]2[c:26]([CH:27]=[O:28])[cH:29][cH:30][cH:31][cH:32]2)[c:33]2[cH:34][cH:35][c:36]([O:39][CH2:40][c:41]3[cH:42][cH:43][cH:44][cH:45][cH:46]3)[cH:37][cH:38]2)[cH:22][cH:23]1.[CH3:49][CH2:50][OH:51].[CH:1]1([NH2:9])[CH2:2][CH2:3][CH2:4][CH2:5][CH2:6][CH2:7][CH2:8]1.[Na+:48]>>[CH:1]1([NH:9][CH2:27][c:26]2[c:25]([CH:24]([c:21]3[cH:20][cH:19][c:18]([O:17][CH2:10][c:11]4[cH:12][cH:13][cH:14][cH:15][cH:16]4)[cH:23][cH:22]3)[c:33]3[cH:34][cH:35][c:36]([O:39][CH2:40][c:41]4[cH:42][cH:43][cH:44][cH:45][cH:46]4)[cH:37][cH:38]3)[cH:32][cH:31][cH:30][cH:29]2)[CH2:2][CH2:3][CH2:4][CH2:5][CH2:6][CH2:7][CH2:8]1. Reactants: C(C)(=O)N1C=C(C2=CC(=CC=C12)[N+](=O)[O-])CC1=C(C=C(C(=O)O)C=C1)OC (4-(1-acetyl-5-nitroindol-3-ylmethyl)-3-methoxybenzoic acid). Run at time 24 hour. Run in CO (methanol). Procedure: Palladium-on-carbon (10% w/w, 0.1 g.) was added to a solution of 4-(1-acetyl-5-nitroindol-3-ylmethyl)-3-methoxybenzoic acid (0.35 g.) in a mixture of 1:1 v/v methanol:tetrahydrofuran (50 ml.), which solution had been deoxygenated by passing a stream of nitrogen gas through it, and the mixture hydrogenated at an initial pressure of 50 psi. After 24 hours, the catalyst was removed by filtration through diatomaceous earth, and the filtrate evaporated to give 4-(1-acetyl-5-aminoindol-3-ylmethyl)-3-m... Reaction SMILES: [C:1]([N:4]1[C:12]2[C:7](=[CH:8][C:9]([N+:13]([O-])=O)=[CH:10][CH:11]=2)[C:6]([CH2:16][C:17]2[CH:25]=[CH:24][C:20]([C:21]([OH:23])=[O:22])=[CH:19][C:18]=2[O:26][CH3:27])=[CH:5]1)(=[O:3])[CH3:2]>[Pd].CO>[C:1]([N:4]1[C:12]2[C:7](=[CH:8][C:9]([NH2:13])=[CH:10][CH:11]=2)[C:6]([CH2:16][C:17]2[CH:25]=[CH:24][C:20]([C:21]([OH:23])=[O:22])=[CH:19][C:18]=2[O:26][CH3:27])=[CH:5]1)(=[O:3])[CH3:2]. The reagents and catalysts are [Pd] (Palladium-on-carbon). The yield is 96.4%. Yields the product C(C)(=O)N1C=C(C2=CC(=CC=C12)N)CC1=C(C=C(C(=O)O)C=C1)OC (4-(1-acetyl-5-aminoindol-3-ylmethyl)-3-methoxybenzoic acid). Reaction SMILES: [Br:1][CH2:2][c:3]1[n:4][cH:5][cH:6][cH:7][c:8]1[N+:9](=[O:10])[O-:11].[OH:12][c:13]1[cH:14][cH:15][c:16]([Cl:17])[cH:18][cH:19]1>>[CH2:2]([c:3]1[n:4][cH:5][cH:6][cH:7][c:8]1[N+:9](=[O:10])[O-:11])[O:12][c:13]1[cH:14][cH:15][c:16]([Cl:17])[cH:18][cH:19]1. Starting materials: O=[N+]([O-])c1cccnc1CBr, Oc1ccc(Cl)cc1. The product is O=[N+]([O-])c1cccnc1COc1ccc(Cl)cc1.